Task: describe an organic reaction: reactants, conditions, products, and yield. Dataset: the Open Reaction Database (ORD), a public repository of structured organic reaction records Reactants: O=C1CC2SC(=C(N12)C(=O)OCC1=CC=C(C=C1)[N+](=O)[O-])OC1=CC(=CC=C1)C(F)(F)F (4-nitrobenzyl 7-oxo-3-(3-trifluoromethylphenoxy)-4-thia-1-azabicyclo[3,2,0]hept-2-ene-2-carboxylate), C([O-])(O)=O.[Na+] (sodium bicarbonate). Reagents/catalysts: [Pd] (palladium/charcoal). Run in O1CCOCC1 (dioxan), O (water). Yields the product O=C1CC2SC(=C(N12)C(=O)[O-])OC1=CC(=CC=C1)C(F)(F)F.[Na+] (Sodium 7-oxo-3-(3-trifluoromethylphenoxy)-4-thia-1-azabicyclo[3,2,0]hept-2-ene-2-carboxylate). Reaction SMILES: [O:1]=[C:2]1[N:8]2[CH:4]([S:5][C:6]([O:22][C:23]3[CH:28]=[CH:27][CH:26]=[C:25]([C:29]([F:32])([F:31])[F:30])[CH:24]=3)=[C:7]2[C:9]([O:11]CC2C=CC([N+]([O-])=O)=CC=2)=[O:10])[CH2:3]1.C(=O)(O)[O-].[Na+:37]>O1CCOCC1.O.[Pd]>[O:1]=[C:2]1[N:8]2[CH:4]([S:5][C:6]([O:22][C:23]3[CH:28]=[CH:27][CH:26]=[C:25]([C:29]([F:31])([F:32])[F:30])[CH:24]=3)=[C:7]2[C:9]([O-:11])=[O:10])[CH2:3]1.[Na+:37] |f:1.2,6.7|. Procedure: A mixture of a solution of 602 mg of 4-nitrobenzyl 7-oxo-3-(3-trifluoromethylphenoxy)-4-thia-1-azabicyclo[3,2,0]hept-2-ene-2-carboxylate in dioxan and 108 mg sodium bicarbonate in water, and 10% palladium/charcoal was hydrogenated at 50 psi at 25° for 60 minutes. As a reaction SMILES: C(OC([N:8]1[CH2:12][C@H:11]([OH:13])[CH2:10][C@H:9]1[CH2:14][CH2:15][O:16][C:17]1[CH:22]=[CH:21][C:20]([F:23])=[CH:19][C:18]=1[CH2:24][CH2:25][C:26]1[CH:31]=[CH:30][C:29]([F:32])=[C:28]([F:33])[CH:27]=1)=O)(C)(C)C.[ClH:34]>O1CCOCC1>[ClH:34].[F:33][C:28]1[CH:27]=[C:26]([CH2:25][CH2:24][C:18]2[CH:19]=[C:20]([F:23])[CH:21]=[CH:22][C:17]=2[O:16][CH2:15][CH2:14][C@@H:9]2[CH2:10][C@@H:11]([OH:13])[CH2:12][NH:8]2)[CH:31]=[CH:30][C:29]=1[F:32] |f:3.4|. Reactants: solution, Cl (hydrogen chloride), C(C)(C)(C)OC(=O)N1[C@@H](C[C@H](C1)O)CCOC1=C(C=C(C=C1)F)CCC1=CC(=C(C=C1)F)F ((2R,4R)-1-t-butoxycarbonyl-2-[2-{2-[2-(3,4-difluorophenyl)ethyl]-4-fluorophenoxy}ethyl]-4-hydroxypyrrolidine). Run at time 1 hour. Procedure: 83 mg of (2R,4R)-1-t-butoxycarbonyl-2-[2-{2-[2-(3,4-difluorophenyl)ethyl]-4-fluorophenoxy}ethyl]-4-hydroxypyrrolidine [prepared as described in Example 7(b)] were dissolved in 2 ml of dioxane, and then 2 ml of a 4N solution of hydrogen chloride in dioxane were added to the resulting solution. The resulting mixture was then allowed to stand at room temperature for 1 hour. At the end of this time, the crystals which precipitated were collected by filtration, and dried in vacuo, to give 55 mg (yiel... Yield: 77.0%. Solvent: O1CCOCC1 (dioxane), O1CCOCC1 (dioxane). Product: Cl.FC=1C=C(C=CC1F)CCC1=C(OCC[C@H]2NC[C@@H](C2)O)C=CC(=C1)F ((2R,4R)-2-[2-{2-[2-(3,4-Difluorophenyl)ethyl]-4-fluorophenoxy}ethyl]-4-hydroxypyrrolidine hydrochloride). Starting materials: C=1C=CC2=C(C1)N=NN2O (HOBT), CCN=C=NCCCN(C)C (WSC), C1(CC1)N1C=CC2=C(C=C(C=C12)C(=O)O)OC (1-cyclopropyl-4-(methyloxy)-1H-indole-6-carboxylic acid), Cl.C(N)(=O)CNC(=O)C=1C=C2C(CC3(CCNCC3)OC2=CC1)=O (N-carbamoylmethyl-4-oxo-spiro[chroman-2,4′-piperidine]-6-carboxamide hydrochloride). The solvent is CN(C)C=O (DMF), CCN(CC)CC (Et3N), O (water). Conditions: temperature 50 celsius, time 8 hour. Yields the product C(N)(=O)CNC(=O)C=1C=C2C(CC3(CCN(CC3)C(=O)C3=CC(=C4C=CN(C4=C3)C3CC3)OC)OC2=CC1)=O (N-carbamoylmethyl-1′-[(1-cyclopropyl-4-methoxy-1H-indol-6-yl)carbonyl]-4-oxo-spiro[chroman-2,4′-piperidine]-6-carboxamide). RXN SMILES: C1C=CC2N(O)N=NC=2C=1.CCN=C=NCCCN(C)C.[CH:22]1([N:25]2[C:33]3[C:28](=[C:29]([O:37][CH3:38])[CH:30]=[C:31]([C:34]([OH:36])=O)[CH:32]=3)[CH:27]=[CH:26]2)[CH2:24][CH2:23]1.Cl.[C:40]([CH2:43][NH:44][C:45]([C:47]1[CH:48]=[C:49]2[C:59](=[CH:60][CH:61]=1)[O:58][C:52]1([CH2:57][CH2:56][NH:55][CH2:54][CH2:53]1)[CH2:51][C:50]2=[O:62])=[O:46])(=[O:42])[NH2:41]>CN(C=O)C.O.CCN(CC)CC>[C:40]([CH2:43][NH:44][C:45]([C:47]1[CH:48]=[C:49]2[C:59](=[CH:60][CH:61]=1)[O:58][C:52]1([CH2:57][CH2:56][N:55]([C:34]([C:31]3[CH:32]=[C:33]4[C:28]([CH:27]=[CH:26][N:25]4[CH:22]4[CH2:23][CH2:24]4)=[C:29]([O:37][CH3:38])[CH:30]=3)=[O:36])[CH2:54][CH2:53]1)[CH2:51][C:50]2=[O:62])=[O:46])(=[O:42])[NH2:41] |f:3.4|. Procedure: Et3N (209 uL), HOBT (91.2 mg) and WSC (115 mg) were added to a suspension of 1-cyclopropyl-4-(methyloxy)-1H-indole-6-carboxylic acid (145 mg) and N-carbamoylmethyl-4-oxo-spiro[chroman-2,4′-piperidine]-6-carboxamide hydrochloride (354 mg) in DMF (3 mL), and the mixture was stirred overnight at 50° C. After cooled to room temperature, the mixture was diluted with water, and the formed solid was collected by filtration. The solid was dried and purified on silica gel preparative TLC (development: CH... Reactants: CC(C)(C)OC(=O)NCC(=O)CNC(=O)OC(C)(C)C, CCOC(=O)C=P(c1ccccc1)(c1ccccc1)c1ccccc1, c1ccccc1. The product is CCOC(=O)C=C(CNC(=O)OC(C)(C)C)CNC(=O)OC(C)(C)C. RXN SMILES: [C:1]([CH3:2])([CH3:3])([CH3:4])[O:5][C:6]([NH:7][CH2:8][C:9]([CH2:10][NH:11][C:12](=[O:13])[O:14][C:15]([CH3:16])([CH3:17])[CH3:18])=[O:19])=[O:20].[C:21](=[O:22])([O:23][CH2:24][CH3:25])[CH:26]=[P:27]([c:28]1[cH:29][cH:30][cH:31][cH:32][cH:33]1)([c:34]1[cH:35][cH:36][cH:37][cH:38][cH:39]1)[c:40]1[cH:41][cH:42][cH:43][cH:44][cH:45]1.[cH:46]1[cH:47][cH:48][cH:49][cH:50][cH:51]1>>[C:1]([CH3:2])([CH3:3])([CH3:4])[O:5][C:6]([NH:7][CH2:8][C:9]([CH2:10][NH:11][C:12](=[O:13])[O:14][C:15]([CH3:16])([CH3:17])[CH3:18])=[CH:26][C:21](=[O:22])[O:23][CH2:24][CH3:25])=[O:20]. The reactants are N1(CCCC1)CCNC1=NN2C(C=3CCCCC13)=NN=C2 (6-[2-(1-pyrrolidinyl)ethylamino]-7,8,9,10-tetrahydro-1,2,4-triazolo[3,4-a]phthalazine), Cl (hydrogen chloride). The solvent is C(C)O (ethanol). Yields the product Cl.Cl.N1(CCCC1)CCNC1=NN2C(C=3CCCCC13)=NN=C2 (6-[2-(1-pyrrolidinyl)ethylamino]-7,8,9,10-tetrahydro-1,2,4-triazolo[3,4-a]phthalazine dihydrochloride). Reaction SMILES: [N:1]1([CH2:6][CH2:7][NH:8][C:9]2[C:18]3[CH2:17][CH2:16][CH2:15][CH2:14][C:13]=3[C:12]3=[N:19][N:20]=[CH:21][N:11]3[N:10]=2)[CH2:5][CH2:4][CH2:3][CH2:2]1.[ClH:22]>C(O)C>[ClH:22].[ClH:22].[N:1]1([CH2:6][CH2:7][NH:8][C:9]2[C:18]3[CH2:17][CH2:16][CH2:15][CH2:14][C:13]=3[C:12]3=[N:19][N:20]=[CH:21][N:11]3[N:10]=2)[CH2:2][CH2:3][CH2:4][CH2:5]1 |f:3.4.5|. Procedure: An ethanol solution of 6-[2-(1-pyrrolidinyl)ethylamino]-7,8,9,10-tetrahydro-1,2,4-triazolo[3,4-a]phthalazine was treated with an excess of ethereal hydrogen chloride. The precipitate which formed was separated by filtration to give 6-[2-(1-pyrrolidinyl)ethylamino]-7,8,9,10-tetrahydro-1,2,4-triazolo[3,4-a]phthalazine dihydrochloride melting at about 274°-275° C. Reactants: BrC1=C(C=C2C=C(NC2=C1)C(=O)N1CCN(CC1)S(=O)(=O)C1CC1)OC1CCN(CC1)C(C)C ([6-Bromo-5-(1-isopropyl-piperidin-4-yloxy)-1H-indol-2-yl]-(4-cyclopropanesulfonyl-piperazin-1-yl)-methanone), [H-].[Na+] (sodium hydride), BrCCO[Si](C)(C)C(C)(C)C ((2-bromoethoxy)-tert-butyldimethylsilane). The solvent is CN(C=O)C (N,N-dimethylformamide). Yields the product BrC1=C(C=C2C=C(N(C2=C1)CCO[Si](C)(C)C(C)(C)C)C(=O)N1CCN(CC1)S(=O)(=O)C1CC1)OC1CCN(CC1)C(C)C ([6-Bromo-1-[2-(tert-butyl-dimethyl-silanyloxy)-ethyl]-5-(1-isopropyl-piperidin-4-yloxy)-1H-indol-2-yl]-(4-cyclopropanesulfonyl-piperazin-1-yl)-methanone). Yield: 36.0%. RXN SMILES: [Br:1][C:2]1[CH:10]=[C:9]2[C:5]([CH:6]=[C:7]([C:11]([N:13]3[CH2:18][CH2:17][N:16]([S:19]([CH:22]4[CH2:24][CH2:23]4)(=[O:21])=[O:20])[CH2:15][CH2:14]3)=[O:12])[NH:8]2)=[CH:4][C:3]=1[O:25][CH:26]1[CH2:31][CH2:30][N:29]([CH:32]([CH3:34])[CH3:33])[CH2:28][CH2:27]1.[H-].[Na+].Br[CH2:38][CH2:39][O:40][Si:41]([C:44]([CH3:47])([CH3:46])[CH3:45])([CH3:43])[CH3:42]>CN(C)C=O>[Br:1][C:2]1[CH:10]=[C:9]2[C:5]([CH:6]=[C:7]([C:11]([N:13]3[CH2:14][CH2:15][N:16]([S:19]([CH:22]4[CH2:24][CH2:23]4)(=[O:20])=[O:21])[CH2:17][CH2:18]3)=[O:12])[N:8]2[CH2:38][CH2:39][O:40][Si:41]([C:44]([CH3:47])([CH3:46])[CH3:45])([CH3:43])[CH3:42])=[CH:4][C:3]=1[O:25][CH:26]1[CH2:31][CH2:30][N:29]([CH:32]([CH3:34])[CH3:33])[CH2:28][CH2:27]1 |f:1.2|. Procedure details: The title compound was prepared in analogy to example 12, from [6-bromo-5-(1-isopropyl-piperidin-4-yloxy)-1H-indol-2-yl]-(4-cyclopropanesulfonyl-piperazin-1-yl)-methanone (example 17), sodium hydride and (2-bromoethoxy)-tert-butyldimethylsilane in N,N-dimethylformamide, to afford the title compound as a colourless foam (36%). Starting materials: C1(NNC(C2=CC=CC=C12)=O)=O (2,3-Dihydrophthalazine-1,4-dione), C(=C)C(=O)C (methyl vinyl ketone), ketone. The solvent is C(C)O (ethanol). The product is O=C(CCN1C(C2=CC=CC=C2C(N1)=O)=O)C (2-(3'-Oxobutyl)-2,3-Dihydrophthalazine-1,4-Dione). As a reaction SMILES: [C:1]1(=[O:12])[C:10]2[C:5](=[CH:6][CH:7]=[CH:8][CH:9]=2)[C:4](=[O:11])[NH:3][NH:2]1.[CH:13]([C:15]([CH3:17])=[O:16])=[CH2:14]>C(O)C>[O:16]=[C:15]([CH3:17])[CH2:13][CH2:14][N:3]1[NH:2][C:1](=[O:12])[C:10]2[C:5](=[CH:6][CH:7]=[CH:8][CH:9]=2)[C:4]1=[O:11]. Procedure: 2,3-Dihydrophthalazine-1,4-dione (16.2 g; 0.1 mol) was suspended in 95 percent ethanol (200 ml). The suspension was heated to reflux and methyl vinyl ketone (8.4 g; 0.12 mol) was added to the refluxing suspension. With the ketone in the reaction mixture, the mixture was refluxed for 41 hours. The solid remaining after refluxing was filtered. The filtrate was concentrated to obtain the product which was crystallized from ethanol. The yield was determined to be 80 percent. The product had a meltin...